This data is from the Open Reaction Database (ORD), a public repository of structured organic reaction records. The task is: describe an organic reaction: reactants, conditions, products, and yield Starting materials: Cc1cc(Cl)ccc1C(=O)O, NC1CCCC1N1CCCC1. Product: Cc1cc(Cl)ccc1C(=O)NC1CCCC1N1CCCC1. RXN SMILES: [Cl:12][c:13]1[cH:14][c:15]([CH3:22])[c:16]([C:17](=[O:18])[OH:19])[cH:20][cH:21]1.[N:1]1([CH:6]2[CH:7]([NH2:11])[CH2:8][CH2:9][CH2:10]2)[CH2:2][CH2:3][CH2:4][CH2:5]1>>[N:1]1([CH:6]2[CH:7]([NH:11][C:17]([c:16]3[c:15]([CH3:22])[cH:14][c:13]([Cl:12])[cH:21][cH:20]3)=[O:18])[CH2:8][CH2:9][CH2:10]2)[CH2:2][CH2:3][CH2:4][CH2:5]1.